This data is from the Open Reaction Database (ORD), a public repository of structured organic reaction records. The task is: describe an organic reaction: reactants, conditions, products, and yield The reactants are CCOC(=O)c1cc(Oc2ccc(S(C)(=O)=O)cc2)c2cc(C(=O)N(C)C)oc2c1, Cc1ccc(N)nc1. Product: Cc1ccc(NC(=O)c2cc(Oc3ccc(S(C)(=O)=O)cc3)c3cc(C(=O)N(C)C)oc3c2)nc1. RXN SMILES: [CH3:9][N:10]([C:11](=[O:12])[c:13]1[o:14][c:15]2[c:16]([cH:17]1)[c:18]([O:27][c:28]1[cH:29][cH:30][c:31]([S:34](=[O:35])(=[O:36])[CH3:37])[cH:32][cH:33]1)[cH:19][c:20]([C:22](=[O:23])[O:24][CH2:25][CH3:26])[cH:21]2)[CH3:38].[NH2:1][c:2]1[n:3][cH:4][c:5]([CH3:8])[cH:6][cH:7]1>>[NH:1]([c:2]1[n:3][cH:4][c:5]([CH3:8])[cH:6][cH:7]1)[C:22]([c:20]1[cH:19][c:18]([O:27][c:28]2[cH:29][cH:30][c:31]([S:34](=[O:35])(=[O:36])[CH3:37])[cH:32][cH:33]2)[c:16]2[c:15]([o:14][c:13]([C:11]([N:10]([CH3:9])[CH3:38])=[O:12])[cH:17]2)[cH:21]1)=[O:23].